This data is from the Open Reaction Database (ORD), a public repository of structured organic reaction records. The task is: describe an organic reaction: reactants, conditions, products, and yield Reactants: FC1=CC=C(C=C1)C1=C(N(C=2C1=NC=CC2)O)C2=CC=NC=C2 (3-(4-fluorophenyl)-1-hydroxy-2-(pyridin-4-yl)-1H-pyrrolo[3,2-b]pyridine), Cl.ClCCN1CCCCC1 (2-chloroethylpiperidine hydrochloride), [H-].[Na+] (sodium hydride). The solvent is CN(C=O)C (dimethylformamide). Reaction conditions: time 8 hour. The product is FC1=CC=C(C=C1)C1=C(N(C=2C1=NC=CC2)OCCN2CCCCC2)C2=CC=NC=C2 (3-(4-fluorophenyl)-1-[2-(piperidin-1-yl)ethoxy]-2-(pyridin-4-yl)-1H-pyrrolo[3,2-b]pyridine). The yield is 67.2%. RXN SMILES: [F:1][C:2]1[CH:7]=[CH:6][C:5]([C:8]2[C:12]3=[N:13][CH:14]=[CH:15][CH:16]=[C:11]3[N:10]([OH:17])[C:9]=2[C:18]2[CH:23]=[CH:22][N:21]=[CH:20][CH:19]=2)=[CH:4][CH:3]=1.Cl.Cl[CH2:26][CH2:27][N:28]1[CH2:33][CH2:32][CH2:31][CH2:30][CH2:29]1.[H-].[Na+]>CN(C)C=O>[F:1][C:2]1[CH:3]=[CH:4][C:5]([C:8]2[C:12]3=[N:13][CH:14]=[CH:15][CH:16]=[C:11]3[N:10]([O:17][CH2:26][CH2:27][N:28]3[CH2:33][CH2:32][CH2:31][CH2:30][CH2:29]3)[C:9]=2[C:18]2[CH:19]=[CH:20][N:21]=[CH:22][CH:23]=2)=[CH:6][CH:7]=1 |f:1.2,3.4|. Reported procedure: To a solution of 3-(4-fluorophenyl)-1-hydroxy-2-(pyridin-4-yl)-1H-pyrrolo[3,2-b]pyridine (0.20 g, 0.65 mmol) and 2-chloroethylpiperidine hydrochloride (0.24 g, 1.31 mmol) in dimethylformamide (5 ml) was added sodium hydride (100 mg, 6.56 mmol, 60% in oil). The reaction mixture was stirred overnight and quenched with water (2 ml). The pH was adjusted to pH=11-12 by the addition of saturated sodium carbonate solution and the product was extracted into ethyl acetate. The combined extracts were drie... Reactants: C(=O)([O-])[O-].[K+].[K+] (K2CO3), [N+](=O)([O-])C=1C=NN(C1)CCN (2-(4-nitro-1H-pyrazol-1-yl)ethanamine), CN1CCCC1=O (NMP), ClC1=NC(=CC(=N1)OC)OC (2-chloro-4,6-dimethoxypyrimidine). Run in C(Cl)Cl (DCM). Run at temperature 150 celsius. Product: COC1=NC(=NC(=C1)OC)NCCN1N=CC(=C1)[N+](=O)[O-] (4,6-dimethoxy-N-(2-(4-nitro-1H-pyrazol-1-yl)ethyl)pyrimidin-2-amine). RXN SMILES: [N+:1]([C:4]1[CH:5]=[N:6][N:7]([CH2:9][CH2:10][NH2:11])[CH:8]=1)([O-:3])=[O:2].CN1C(=O)CCC1.Cl[C:20]1[N:25]=[C:24]([O:26][CH3:27])[CH:23]=[C:22]([O:28][CH3:29])[N:21]=1.C([O-])([O-])=O.[K+].[K+]>C(Cl)Cl>[CH3:29][O:28][C:22]1[CH:23]=[C:24]([O:26][CH3:27])[N:25]=[C:20]([NH:11][CH2:10][CH2:9][N:7]2[CH:8]=[C:4]([N+:1]([O-:3])=[O:2])[CH:5]=[N:6]2)[N:21]=1 |f:3.4.5|. Procedure: A microwave tube was charged with 2-(4-nitro-1H-pyrazol-1-yl)ethanamine (1.92 g, 5.52 mmol), NMP. (15 mL), 2-chloro-4,6-dimethoxypyrimidine (1.16 g, 6.62 mmol) and K2CO3 (4.19 g, 30.34 mmol). The resulting mixture was heated to 150° C. for 20 min in the microwave (no cooling). The reaction mixture was diluted with DCM and washed with water. The org. layer was separated and the aq. layer was extracted with DCM (2×) The combined organic layers were washed with brine, dried (MgSO4), filtered and th... Reactants: C(C)(=O)OCC (Ethyl acetate), CN1C(NN=C1C1=C2C=CC(=NC2=CC=C1)C)=S (4-Methyl-5-(2-methyl-5-quinolinyl)-2,4-dihydro-3H-1,2,4-triazole-3-thione), BrCCCCCl (1-bromo-4-chloro-butane), [H-].[Na+] (NaH). The solvent is CCO (EtOH). Yields the product ClCCCCSC=1N(C(=NN1)C1=C2C=CC(=NC2=CC=C1)C)C (5-{5-[(4-chlorobutyl)thio]-4-methyl-4H-1,2,4-triazol-3-yl}-2-methylquinoline). Isolated yield 79.0%. RXN SMILES: [CH3:1][N:2]1[C:6]([C:7]2[CH:16]=[CH:15][CH:14]=[C:13]3[C:8]=2[CH:9]=[CH:10][C:11]([CH3:17])=[N:12]3)=[N:5][NH:4][C:3]1=[S:18].Br[CH2:20][CH2:21][CH2:22][CH2:23][Cl:24].[H-].[Na+].C(OCC)(=O)C>CCO>[Cl:24][CH2:23][CH2:22][CH2:21][CH2:20][S:18][C:3]1[N:2]([CH3:1])[C:6]([C:7]2[CH:16]=[CH:15][CH:14]=[C:13]3[C:8]=2[CH:9]=[CH:10][C:11]([CH3:17])=[N:12]3)=[N:5][N:4]=1 |f:2.3|. Procedure: 4-Methyl-5-(2-methyl-5-quinolinyl)-2,4-dihydro-3H-1,2,4-triazole-3-thione (400 mg) was reacted with 1-bromo-4-chloro-butane (0.233 ml) and NaH (60%, 69 mg) in absolute EtOH (6.5 ml) at reflux for 45 min. Ethyl acetate was added, the insoluble salts were filtered off and the solvent was evaporated under reduced pressure. The crude was purified on silica gel (eluent: ethyl acetate to ethyl acetate/acetone, 1/1) affording the desired compound as pale yellow solid (430 mg, 79% yield).